From a dataset of the Open Reaction Database (ORD), a public repository of structured organic reaction records. describe an organic reaction: reactants, conditions, products, and yield Starting materials: B, O=C(C1CCN(c2ccncc2)CC1)N1CCN(S(=O)(=O)c2ccc(Br)cc2)CC1, C1CCOC1, CSC, Cl, [Na+], [OH-], O. Product: O=S(=O)(c1ccc(Br)cc1)N1CCN(CC2CCN(c3ccncc3)CC2)CC1. Reaction SMILES: [BH3:4].[Br:5][c:6]1[cH:7][cH:8][c:9]([S:12](=[O:13])(=[O:14])[N:15]2[CH2:16][CH2:17][N:18]([C:21](=[O:22])[CH:23]3[CH2:24][CH2:25][N:26]([c:29]4[cH:30][cH:31][n:32][cH:33][cH:34]4)[CH2:27][CH2:28]3)[CH2:19][CH2:20]2)[cH:10][cH:11]1.[CH2:38]1[O:39][CH2:40][CH2:41][CH2:42]1.[CH3:1][S:2][CH3:3].[ClH:35].[Na+:37].[OH-:36].[OH2:43]>>[Br:5][c:6]1[cH:7][cH:8][c:9]([S:12](=[O:13])(=[O:14])[N:15]2[CH2:16][CH2:17][N:18]([CH2:21][CH:23]3[CH2:24][CH2:25][N:26]([c:29]4[cH:30][cH:31][n:32][cH:33][cH:34]4)[CH2:27][CH2:28]3)[CH2:19][CH2:20]2)[cH:10][cH:11]1. The reactants are O1C(=CC=C1)C(=O)N=C=S (2-furoylisothiocyanate), C(C)OCC=1NC2=C(C(=NC(=C2)C)N)N1 (2-ethoxymethyl-6-methyl-1H-imidazo[4,5-c]pyridin-4-amine). The product is NC1=NC(=CC2=C1N=C(N2CCCCNC(=S)NC(=O)C=2OC=CC2)COCC)C (N-{4-[4-amino-2-(ethoxymethyl)-6-methyl-1H-imidazo[4,5-c]pyridin-1-yl]butyl}-N′-(2-furoyl)thiourea). As a reaction SMILES: [O:1]1[CH:5]=[CH:4][CH:3]=[C:2]1[C:6]([N:8]=[C:9]=[S:10])=[O:7].[CH2:11]([O:13][CH2:14][C:15]1[NH:16][C:17]2[CH:22]=[C:21]([CH3:23])[N:20]=[C:19]([NH2:24])[C:18]=2[N:25]=1)[CH3:12]>>[NH2:24][C:19]1[C:18]2[N:25]=[C:15]([CH2:14][O:13][CH2:11][CH3:12])[N:16]([CH2:4][CH2:3][CH2:2][CH2:6][NH:8][C:9]([NH:8][C:6]([C:2]3[O:1][CH:5]=[CH:4][CH:3]=3)=[O:7])=[S:10])[C:17]=2[CH:22]=[C:21]([CH3:23])[N:20]=1. Procedure: Using the method of Examples 36-45, 2-furoylisothiocyanate was reacted with 1-aminobutyl)-2-ethoxymethyl-6-methyl-1H-imidazo[4,5-c]pyridin-4-amine to provide the desired compound. The observed accurate mass was 431.887. The reactants are O=C([O-])[O-], CCc1cc(O)cc(C)c1OCCCOc1ccc(OC(F)(F)F)cc1, CN(C)C=O, ClCC=C(Cl)Cl, [K+], [K+]. The product is CCc1cc(OCC=C(Cl)Cl)cc(C)c1OCCCOc1ccc(OC(F)(F)F)cc1. As a reaction SMILES: [C:27](=[O:28])([O-:29])[O-:30].[CH2:1]([CH3:2])[c:3]1[cH:4][c:5]([OH:26])[cH:6][c:7]([CH3:25])[c:8]1[O:9][CH2:10][CH2:11][CH2:12][O:13][c:14]1[cH:15][cH:16][c:17]([O:20][C:21]([F:22])([F:23])[F:24])[cH:18][cH:19]1.[CH3:39][N:40]([CH3:41])[CH:42]=[O:43].[Cl:33][C:34](=[CH:35][CH2:36][Cl:37])[Cl:38].[K+:31].[K+:32]>>[CH2:1]([CH3:2])[c:3]1[cH:4][c:5]([O:26][CH2:36][CH:35]=[C:34]([Cl:33])[Cl:38])[cH:6][c:7]([CH3:25])[c:8]1[O:9][CH2:10][CH2:11][CH2:12][O:13][c:14]1[cH:15][cH:16][c:17]([O:20][C:21]([F:22])([F:23])[F:24])[cH:18][cH:19]1. Starting materials: C1CCNCC1, C1CCOC1, O=[N+]([O-])c1cn(CC(O)CCl)nn1. The product is Cl, O=[N+]([O-])c1cn(CC(O)CN2CCCCC2)nn1. RXN SMILES: [CH2:14]1[CH2:15][CH2:16][NH:17][CH2:18][CH2:19]1.[CH2:20]1[O:21][CH2:22][CH2:23][CH2:24]1.[OH:1][CH:2]([CH2:3][n:4]1[n:5][n:6][c:7]([N+:9](=[O:10])[O-:11])[cH:8]1)[CH2:12][Cl:13]>>[ClH:13].[OH:1][CH:2]([CH2:3][n:4]1[n:5][n:6][c:7]([N+:9](=[O:10])[O-:11])[cH:8]1)[CH2:12][N:17]1[CH2:16][CH2:15][CH2:14][CH2:19][CH2:18]1.